The task is: describe an organic reaction: reactants, conditions, products, and yield. This data is from the Open Reaction Database (ORD), a public repository of structured organic reaction records. Starting materials: solid, CC(C)(C)[O-].[Na+] (NaOt-Bu), C(C)(C)(C)OC(=O)N1C[C@@H]2[C@@H](N(C=3C(=CC(=CC23)Br)C(F)(F)F)C)CC1 ((4aS,9bR)-8-bromo-5-methyl-6-trifluoromethyl-1,3,4,4a,5,9b-hexahydro-pyrido[4,3-b]indole-2-carboxylic acid tert-butyl ester), NC=1C=CC(=NC1)Cl (5-amino-2-chloro-pyridine). The product is ClC1=CC=C(C=N1)NC1=CC=2[C@H]3[C@@H](N(C2C(=C1)C(F)(F)F)C)CCNC3 ((4aS,9bR)-(6-Chloro-pyridin-3-yl)-(5-methyl-6-trifluoromethyl-2,3,4,4a,5,9b-hexahydro-1H-pyrido[4,3-b]indol-8-yl)-amine). As a reaction SMILES: C(OC([N:8]1[CH2:26][CH2:25][C@@H:11]2[N:12]([CH3:24])[C:13]3[C:14]([C:20]([F:23])([F:22])[F:21])=[CH:15][C:16](Br)=[CH:17][C:18]=3[C@@H:10]2[CH2:9]1)=O)(C)(C)C.[NH2:27][C:28]1[CH:29]=[CH:30][C:31]([Cl:34])=[N:32][CH:33]=1.CC([O-])(C)C.[Na+]>>[Cl:34][C:31]1[N:32]=[CH:33][C:28]([NH:27][C:16]2[CH:15]=[C:14]([C:20]([F:23])([F:22])[F:21])[C:13]3[N:12]([CH3:24])[C@H:11]4[CH2:25][CH2:26][NH:8][CH2:9][C@H:10]4[C:18]=3[CH:17]=2)=[CH:29][CH:30]=1 |f:2.3|. Reported procedure: The title compound was prepared by following the general Method A as a yellow solid (56 mg, 29%) from (4aS,9bR)-8-bromo-5-methyl-6-trifluoromethyl-1,3,4,4a,5,9b-hexahydro-pyrido[4,3-b]indole-2-carboxylic acid tert-butyl ester (Example 45, 217 mg, 0.5 mmol), 5-amino-2-chloro-pyridine (193 mg, 1.5 mmol) and NaOt-Bu (144 mg, 1.5 mmol). MS (ESI): 383 (base, M+H). Reactants: BrC1=CC=C(C=C1)C(C)=O (p-bromoacetophenone), C(CCS)S (1,3-propanedithiol), B(F)(F)F.CCOCC (boron trifluoride etherate). Run in ClC(Cl)Cl (trichloromethane), ClCCl (dichloromethane). Run at time 48 hour. Product: BrC1=CC=C(C=C1)C(C)C1SCCCS1 (4-bromo-1-(1,3-dithian-2-yl)ethylbenzene). As a reaction SMILES: [Br:1][C:2]1[CH:7]=[CH:6][C:5]([C:8](=O)[CH3:9])=[CH:4][CH:3]=1.[CH2:11]([SH:15])[CH2:12][CH2:13][SH:14].B(F)(F)F.[CH3:20]COCC>ClC(Cl)Cl.ClCCl>[Br:1][C:2]1[CH:7]=[CH:6][C:5]([CH:8]([CH:9]2[S:15][CH2:11][CH2:12][CH2:13][S:14]2)[CH3:20])=[CH:4][CH:3]=1 |f:2.3|. Procedure details: To the compound p-bromoacetophenone (36.85 g, 185 mmol) in trichloromethane (300 ml) was added 1,3-propanedithiol (25 g, 230 mmol) and boron trifluoride etherate (3 ml). The resulting mixture was stirred at room temperature for 48 hours. The mixture was diluted with dichloromethane (500 ml), washed twice with 10% sodium hydroxide (200 ml), water, and brine, and then dried (Na2SO4). The product was concentrated to an oil. A portion was stirred with ether (100 ml) and a crystalline product was for...